The task is: describe an organic reaction: reactants, conditions, products, and yield. This data is from the Open Reaction Database (ORD), a public repository of structured organic reaction records. Reactants: O=C([O-])[O-], CCNCC, C1CCOC1, CC#N, COc1cccc2c(-c3nc(C)c(COS(C)(=O)=O)s3)cn(CC3CCCCC3)c12, [I-], [K+], [K+], [Na+]. Yields the product CCN(CC)Cc1sc(-c2cn(CC3CCCCC3)c3c(OC)cccc23)nc1C. As a reaction SMILES: [C:31](=[O:32])([O-:33])[O-:34].[CH2:39]([CH3:40])[NH:41][CH2:42][CH3:43].[CH2:44]1[O:45][CH2:46][CH2:47][CH2:48]1.[CH3:49][C:50]#[N:51].[CH:1]1([CH2:7][n:8]2[cH:9][c:10](-[c:19]3[s:20][c:21]([CH2:25][O:26][S:27]([CH3:28])(=[O:29])=[O:30])[c:22]([CH3:24])[n:23]3)[c:11]3[cH:12][cH:13][cH:14][c:15]([O:17][CH3:18])[c:16]23)[CH2:2][CH2:3][CH2:4][CH2:5][CH2:6]1.[I-:38].[K+:35].[K+:36].[Na+:37]>>[CH:1]1([CH2:7][n:8]2[cH:9][c:10](-[c:19]3[s:20][c:21]([CH2:25][N:41]([CH2:39][CH3:40])[CH2:42][CH3:43])[c:22]([CH3:24])[n:23]3)[c:11]3[cH:12][cH:13][cH:14][c:15]([O:17][CH3:18])[c:16]23)[CH2:2][CH2:3][CH2:4][CH2:5][CH2:6]1. Reactants: OC1=CC=C(C=C1)C1(CCCCC1)C1=CC=C(C=C1)O (1,1-bis-(4-hydroxyphenyl)-cyclo hexane), C(=O)([O-])[O-].[Na+].[Na+] (Na2CO3), N#CCl (cyanogen chloride), [OH-].[Na+] (NaOH). Run in O (water), C(Cl)Cl (methylene chloride), O (water). Product: OC1=CC=C(C=C1)C1(CCCCC1)C1=CC=C(C=C1)OC#N (1-(4-hydroxyphenyl)-1-(4-cyanatophenyl)-cyclohexane). Isolated yield 98.9%. As a reaction SMILES: [OH:1][C:2]1[CH:7]=[CH:6][C:5]([C:8]2([C:14]3[CH:19]=[CH:18][C:17]([OH:20])=[CH:16][CH:15]=3)[CH2:13][CH2:12][CH2:11][CH2:10][CH2:9]2)=[CH:4][CH:3]=1.[N:21]#[C:22]Cl.C([O-])([O-])=O.[Na+].[Na+].[OH-].[Na+]>O.C(Cl)Cl>[OH:1][C:2]1[CH:3]=[CH:4][C:5]([C:8]2([C:14]3[CH:15]=[CH:16][C:17]([O:20][C:22]#[N:21])=[CH:18][CH:19]=3)[CH2:9][CH2:10][CH2:11][CH2:12][CH2:13]2)=[CH:6][CH:7]=1 |f:2.3.4,5.6|. Procedure: 86.8 g (0.1 mol) of 1,1-bis-(4-hydroxyphenyl)-cyclo hexane are suspended in 500 ml of water and 300 ml of methylene chloride at about 0° to 3° C. 20 ml (0.4 mol) of cyanogen chloride are added to this suspension and a solution of 10.6 g (0.1 mol) of Na2CO3 in 50 ml of water is added dropwise over the course of 90 minutes at the same temperature, with vigorous stirring, in such a way that a pH value between 7.5 and 8.5 is maintained in the reaction mixture. Thereafter, 1 N NaOH is added at 0° C i...